From a dataset of the Open Reaction Database (ORD), a public repository of structured organic reaction records. describe an organic reaction: reactants, conditions, products, and yield The reactants are O=C(CBr)Nc1cccc(Cl)c1C(=O)O, [K+], Nc1ccccc1, CN(C)C=O, [OH-]. Product: O=C(CNc1ccccc1)Nc1cccc(Cl)c1C(=O)O. As a reaction SMILES: [Cl:1][c:2]1[cH:3][cH:4][cH:5][c:6]([NH:11][C:12]([CH2:13][Br:14])=[O:15])[c:7]1[C:8](=[O:9])[OH:10].[K+:24].[NH2:16][c:17]1[cH:18][cH:19][cH:20][cH:21][cH:22]1.[O:25]=[CH:26][N:27]([CH3:28])[CH3:29].[OH-:23]>>[Cl:1][c:2]1[cH:3][cH:4][cH:5][c:6]([NH:11][C:12]([CH2:13][NH:16][c:17]2[cH:18][cH:19][cH:20][cH:21][cH:22]2)=[O:15])[c:7]1[C:8](=[O:9])[OH:10]. The reactants are S1(NCCCC1)(=O)=O ([1,2]thiazinane 1,1-dioxide), BrC=1C=CC(=NC1)C(=O)N1CCN(CC1)C1=NC=C(C=C1C)C ((5-bromopyridin-2-yl)[4-(3,5-dimethylpyridin-2-yl)piperazin-1-yl]methanone). The product is CC=1C(=NC=C(C1)C)N1CCN(CC1)C(=O)C1=NC=C(C=C1)N1S(CCCC1)(=O)=O ([4-(3,5-dimethylpyridin-2-yl)piperazin-1-yl][5-(1,1-dioxo-1λ6-[1,2]thiazinan-2-yl)pyridin-2-yl]methanone). Isolated yield 71.9%. Reaction SMILES: [S:1]1(=[O:8])(=[O:7])[CH2:6][CH2:5][CH2:4][CH2:3][NH:2]1.Br[C:10]1[CH:11]=[CH:12][C:13]([C:16]([N:18]2[CH2:23][CH2:22][N:21]([C:24]3[C:29]([CH3:30])=[CH:28][C:27]([CH3:31])=[CH:26][N:25]=3)[CH2:20][CH2:19]2)=[O:17])=[N:14][CH:15]=1>>[CH3:30][C:29]1[C:24]([N:21]2[CH2:22][CH2:23][N:18]([C:16]([C:13]3[CH:12]=[CH:11][C:10]([N:2]4[CH2:3][CH2:4][CH2:5][CH2:6][S:1]4(=[O:8])=[O:7])=[CH:15][N:14]=3)=[O:17])[CH2:19][CH2:20]2)=[N:25][CH:26]=[C:27]([CH3:31])[CH:28]=1. Procedure: Using [1,2]thiazinane 1,1-dioxide (94 mg) and (5-bromopyridin-2-yl)[4-(3,5-dimethylpyridin-2-yl)piperazin-1-yl]methanone (260 mg) described in Preparation Example 134 and by the reaction and treatment in the same manner as in Example 1, the title compound (214 mg) was obtained. Starting materials: BrB(Br)Br, COc1ccc(Oc2cncnc2)cc1, ClCCl. Yields the product Oc1ccc(Oc2cncnc2)cc1. Reaction SMILES: [B:16]([Br:17])([Br:18])[Br:19].[CH3:1][O:2][c:3]1[cH:4][cH:5][c:6]([O:7][c:8]2[cH:9][n:10][cH:11][n:12][cH:13]2)[cH:14][cH:15]1.[Cl:20][CH2:21][Cl:22]>>[OH:2][c:3]1[cH:4][cH:5][c:6]([O:7][c:8]2[cH:9][n:10][cH:11][n:12][cH:13]2)[cH:14][cH:15]1. Reactants: COC=1C=C2CCCC(C2=CC1)=O (6-methoxy-1-tetralone), [S] (sulfur), S (hydrogen sulfide). Yields the product C=1C=CC=2C(C1)=CC=CC2O (naphthol). Yield: 34.0%. Reaction SMILES: CO[C:3]1[CH:4]=[C:5]2[C:10](=[CH:11][CH:12]=1)[C:9](=[O:13])[CH2:8][CH2:7][CH2:6]2.[S].S>>[CH:3]1[CH:12]=[CH:11][C:10]2[C:5](=[CH:6][CH:7]=[CH:8][C:9]=2[OH:13])[CH:4]=1 |^3:13|. Reported procedure: A mixture of 50.0 g (0.28 mole) of 6-methoxy-1-tetralone and 9.2 g (0.29 mole) of elemental sulfur was stirred and heated at 250°-260° for three hours (until the evolution of hydrogen sulfide gas had ceased). The mixture was cooled and then subjected to bulb-to-bulb distillation. The distillate was dissolved in 300 ml of dichloromethane, and the solution was extracted with 1.0N potassium hydroxide solution (3×150 ml). The base extracts were combined, cooled in ice, and acidified with 10% hydroch... The reactants are resultant solution, COC=1C(=C2C=CC=C(C2=CC1)C(=O)NC(OC)=O)C(F)(F)F (N-[[6-Methoxy-5-(trifluoromethyl)-1-naphthalenyl]carbonyl]carbamic acid, methyl ester), [H-].[Na+] (sodium hydride), BrCC(=O)OC(C)(C)C (tert-Butyl bromoacetate). Run in O1CCCC1 (tetrahydrofuran). Yields the product COC=1C(=C2C=CC=C(C2=CC1)C(=O)N(CC(=O)OC(C)(C)C)C(=O)OC)C(F)(F)F (N-[[6-methoxy-5-(trifluoromethyl)-1-naphthalenyl]carbonyl]-N-[(methoxy)carbonyl]glycine, 1,1-dimethylethyl ester). The yield is 70.8%. RXN SMILES: [CH3:1][O:2][C:3]1[C:4]([C:20]([F:23])([F:22])[F:21])=[C:5]2[C:10](=[CH:11][CH:12]=1)[C:9]([C:13]([NH:15][C:16](=[O:19])[O:17][CH3:18])=[O:14])=[CH:8][CH:7]=[CH:6]2.[H-].[Na+].Br[CH2:27][C:28]([O:30][C:31]([CH3:34])([CH3:33])[CH3:32])=[O:29]>O1CCCC1>[CH3:1][O:2][C:3]1[C:4]([C:20]([F:22])([F:21])[F:23])=[C:5]2[C:10](=[CH:11][CH:12]=1)[C:9]([C:13]([N:15]([C:16]([O:17][CH3:18])=[O:19])[CH2:27][C:28]([O:30][C:31]([CH3:34])([CH3:33])[CH3:32])=[O:29])=[O:14])=[CH:8][CH:7]=[CH:6]2 |f:1.2|. Procedure: N-[[6-Methoxy-5-(trifluoromethyl)-1-naphthalenyl]carbonyl]carbamic acid, methyl ester (2.2 g, 6.72 mmol) was added to a suspension of sodium hydride (60% in oil, 0.29 g, 7.25 mmol) in tetrahydrofuran (anhydrous, 150 mL) and the mixture stirred for 1.5 hours at 20° C. tert-Butyl bromoacetate (1.20 mL, 7.40 mmol) was added and the resultant solution was stirred for 20 hours at 20° C. The solvent was evaporated and the residual solid triturated with hexanes (3×20 mL), to yield the pure product (2.1...